Dataset: the Open Reaction Database (ORD), a public repository of structured organic reaction records. Task: describe an organic reaction: reactants, conditions, products, and yield Starting materials: CCO, ClC(Cl)Cl, O=[Mn]=O, OCc1ccc(Oc2ccc3[nH]cnc3c2)cc1. The product is O=Cc1ccc(Oc2ccc3[nH]cnc3c2)cc1. RXN SMILES: [CH3:23][CH2:24][OH:25].[CH:19]([Cl:20])([Cl:21])[Cl:22].[O:26]=[Mn:27]=[O:28].[nH:1]1[cH:2][n:3][c:4]2[c:5]1[cH:6][cH:7][c:8]([O:10][c:11]1[cH:12][cH:13][c:14]([CH2:17][OH:18])[cH:15][cH:16]1)[cH:9]2>>[nH:1]1[cH:2][n:3][c:4]2[c:5]1[cH:6][cH:7][c:8]([O:10][c:11]1[cH:12][cH:13][c:14]([CH:17]=[O:18])[cH:15][cH:16]1)[cH:9]2. Starting materials: C(C)(=O)O.BrC=1C=C(C=CC1)C1(N=C(C2=CC=CC=C12)N)C1CC1 (1-(3-bromophenyl)-1-cyclopropyl-1H-isoindol-3-amine acetate), COC1=CC(=C(C#N)C=C1)B1OC(C(O1)(C)C)(C)C (4-methoxy-2-(4,4,5,5-tetramethyl-1,3,2-dioxaborolan-2-yl)benzonitrile). Product: C(C)(=O)O.NC1=NC(C2=CC=CC=C12)(C1CC1)C=1C=C(C=CC1)C=1C(=CC=C(C1)OC)C#N (3′-(3-Amino-1-cyclopropyl-1H-isoindol-1-yl)-5-methoxybiphenyl-2-carbonitrile acetate). Isolated yield 51.0%. RXN SMILES: [C:1]([OH:4])(=[O:3])[CH3:2].Br[C:6]1[CH:7]=[C:8]([C:12]2([CH:22]3[CH2:24][CH2:23]3)[C:20]3[C:15](=[CH:16][CH:17]=[CH:18][CH:19]=3)[C:14]([NH2:21])=[N:13]2)[CH:9]=[CH:10][CH:11]=1.[CH3:25][O:26][C:27]1[CH:34]=[CH:33][C:30]([C:31]#[N:32])=[C:29](B2OC(C)(C)C(C)(C)O2)[CH:28]=1>>[C:1]([OH:4])(=[O:3])[CH3:2].[NH2:21][C:14]1[C:15]2[C:20](=[CH:19][CH:18]=[CH:17][CH:16]=2)[C:12]([C:8]2[CH:7]=[C:6]([C:33]3[C:30]([C:31]#[N:32])=[CH:29][CH:28]=[C:27]([O:26][CH3:25])[CH:34]=3)[CH:11]=[CH:10][CH:9]=2)([CH:22]2[CH2:23][CH2:24]2)[N:13]=1 |f:0.1,3.4|. Procedure details: The title compound was prepared in 51% yield as described for Example 78 (Scheme #14, N) starting from 1-(3-bromophenyl)-1-cyclopropyl-1H-isoindol-3-amine acetate (Scheme #15, O) and 4-methoxy-2-(4,4,5,5-tetramethyl-1,3,2-dioxaborolan-2-yl)benzonitrile: 1H NMR (DMSO-d6) δ 7.89-7.84 (m, 2 H), 7.75-7.68 (m, 1 H), 7.68-7.63 (m, 1 H), 7.56-7.51 (m, 1 H), 7.43-7.35 (m, 4 H), 7.12 (dd, J=8.66, 2.64 Hz, 1 H), 7.06 (d, J=2.51 Hz, 1 H), 3.89 (s, 3 H), 1.92-1.83 (m, 4 H), 0.49-0.38 (m, 2 H), 0.25-0.16 (m,... The reactants are C(C)C(C1=CC=C(C=C1)O)(C1=CC(=CC=C1)Cl)O (α-ethyl-α-(3-chlorphenyl)-4-hydroxybenzyl alcohol), C([O-])([O-])=O.[K+].[K+] (potassium carbonate), Cl.ClCCCN1CCCCC1 (N-(3-chloropropyl)-piperidine hydrochloride). The solvent is C(C(C)C)C(=O)C (methyl isobutyl ketone). Product: ClC=1C=C(C=CC1)C(CC)(O)C1=CC=C(OCCCN2CCCCC2)C=C1 (1-[3-[4-[1-(3-Chlorophenyl)-1-hydroxypropyl]-phenoxy]-propyl]-piperidine). RXN SMILES: [CH2:1]([C:3]([OH:18])([C:11]1[CH:16]=[CH:15][CH:14]=[C:13]([Cl:17])[CH:12]=1)[C:4]1[CH:9]=[CH:8][C:7]([OH:10])=[CH:6][CH:5]=1)[CH3:2].C(=O)([O-])[O-].[K+].[K+].Cl.Cl[CH2:27][CH2:28][CH2:29][N:30]1[CH2:35][CH2:34][CH2:33][CH2:32][CH2:31]1>C(C(C)=O)C(C)C>[Cl:17][C:13]1[CH:12]=[C:11]([C:3]([C:4]2[CH:5]=[CH:6][C:7]([O:10][CH2:27][CH2:28][CH2:29][N:30]3[CH2:35][CH2:34][CH2:33][CH2:32][CH2:31]3)=[CH:8][CH:9]=2)([OH:18])[CH2:1][CH3:2])[CH:16]=[CH:15][CH:14]=1 |f:1.2.3,4.5|. Procedure details: 7.9 g. of α-ethyl-α-(3-chlorphenyl)-4-hydroxybenzyl alcohol, 14 g. of anhydrous potassium carbonate and 6.6 g. of N-(3-chloropropyl)-piperidine hydrochloride in 80 ml. of methyl isobutyl ketone are boiled under moderate reflux for three hours. The solvent is distilled off under reduced pressure, to the residue water is added and it is extracted with benzene. The benzene phase is washed with an aqueous potassium hydroxide solution and subsequently with water, dried over anhydrous magnesium sulfat... Reactants: N#CC1(c2cccc3ccccc23)CCC(=O)CC1, [K+], [OH-], O, OCCO. Yields the product O=C1CCC(C(=O)O)(c2cccc3ccccc23)CC1. As a reaction SMILES: [C:1](#[N:2])[C:3]1([c:10]2[cH:11][cH:12][cH:13][c:14]3[cH:15][cH:16][cH:17][cH:18][c:19]23)[CH2:4][CH2:5][C:6](=[O:9])[CH2:7][CH2:8]1.[K+:21].[OH-:20].[OH2:26].[OH:22][CH2:23][CH2:24][OH:25]>>[C:1]([C:3]1([c:10]2[cH:11][cH:12][cH:13][c:14]3[cH:15][cH:16][cH:17][cH:18][c:19]23)[CH2:4][CH2:5][C:6](=[O:9])[CH2:7][CH2:8]1)(=[O:20])[OH:22]. Starting materials: ClC=1C=CC(=C(C1)/C=C/C(=O)O)N1N=NN=C1 ((2E)-3-[5-chloro-2-(1H-tetrazol-1-yl)phenyl]acrylic acid), allyl ester, CN1C(=O)N(C(=O)CC1=O)C (1,3-dimethylbarbituric acid), CC(C)(C)OC(=O)N1[C@@H](C[C@@H](C1)C1CCN(CC1)S(=O)(=O)C)C(=O)O ((2S,4R)-1-{[(2-methyl-2-propanyl)oxy]carbonyl}-4-[1-(methylsulfonyl)-4-piperidinyl]-2-pyrrolidinecarboxylic acid), NC1=CC=C(C(=O)OCC=C)C=C1 (allyl 4-aminobenzoate). Reagents/catalysts: C=1C=CC(=CC1)[P](C=2C=CC=CC2)(C=3C=CC=CC3)[Pd]([P](C=4C=CC=CC4)(C=5C=CC=CC5)C=6C=CC=CC6)([P](C=7C=CC=CC7)(C=8C=CC=CC8)C=9C=CC=CC9)[P](C=1C=CC=CC1)(C=1C=CC=CC1)C=1C=CC=CC1 (tetrakis(triphenylphosphine)palladium(0)), C=1C=CC(=CC1)[P](C=2C=CC=CC2)(C=3C=CC=CC3)[Pd]([P](C=4C=CC=CC4)(C=5C=CC=CC5)C=6C=CC=CC6)([P](C=7C=CC=CC7)(C=8C=CC=CC8)C=9C=CC=CC9)[P](C=1C=CC=CC1)(C=1C=CC=CC1)C=1C=CC=CC1 (tetrakis(triphenylphosphine)palladium(0)). Solvent: CN(C=O)C (N,N-dimethylformamide), C(C)(C)OC(C)C (diisopropylether), ClCCl (dichloromethane). Run at time 8 hour. Product: ClC=1C=CC(=C(C1)/C=C/C(=O)N1[C@@H](C[C@@H](C1)C1CCN(CC1)S(=O)(=O)C)C(=O)NC1=CC=C(C(=O)OCC=C)C=C1)N1N=NN=C1 (Allyl 4-[({(2S,4R)-1-{(2E)-3-[5-chloro-2-(1H-tetrazol-1-yl)phenyl]-2-propenoyl}-4-[1-(methylsulfonyl)-4-piperidinyl]-2-pyrrolidinyl}carbonyl)amino]benzoate), ClC=1C=CC(=C(C1)/C=C/C(=O)N1[C@@H](C[C@@H](C1)C1CCN(CC1)S(=O)(=O)C)C(=O)NC1=CC=C(C(=O)O)C=C1)N1N=NN=C1 (4-[({(2S,4R)-1-{(2E)-3-[5-chloro-2-(1H-tetrazol-1-yl)phenyl]-2-propenoyl}-4-[1-(methylsulfonyl)-4-piperidinyl]-2-pyrrolidinyl}carbonyl)amino]benzoic acid). As a reaction SMILES: CC(O[C:6]([N:8]1[CH2:12][C@@H:11]([CH:13]2[CH2:18][CH2:17][N:16]([S:19]([CH3:22])(=[O:21])=[O:20])[CH2:15][CH2:14]2)[CH2:10][C@H:9]1[C:23]([OH:25])=[O:24])=[O:7])(C)C.[NH2:26][C:27]1[CH:38]=[CH:37][C:30]([C:31]([O:33][CH2:34][CH:35]=[CH2:36])=[O:32])=[CH:29][CH:28]=1.[Cl:39][C:40]1[CH:41]=[CH:42][C:43]([N:51]2[CH:55]=[N:54][N:53]=[N:52]2)=[C:44](/[CH:46]=[CH:47]/[C:48]([OH:50])=O)[CH:45]=1.CN1C(=O)CC(=O)N(C)C1=O>CN(C)C=O.C(OC(C)C)(C)C.ClCCl.C1C=CC([P]([Pd]([P](C2C=CC=CC=2)(C2C=CC=CC=2)C2C=CC=CC=2)([P](C2C=CC=CC=2)(C2C=CC=CC=2)C2C=CC=CC=2)[P](C2C=CC=CC=2)(C2C=CC=CC=2)C2C=CC=CC=2)(C2C=CC=CC=2)C2C=CC=CC=2)=CC=1>[Cl:39][C:40]1[CH:41]=[CH:42][C:43]([N:51]2[CH:55]=[N:54][N:53]=[N:52]2)=[C:44](/[CH:46]=[CH:47]/[C:6]([N:8]2[CH2:12][C@@H:11]([CH:13]3[CH2:14][CH2:15][N:16]([S:19]([CH3:22])(=[O:20])=[O:21])[CH2:17][CH2:18]3)[CH2:10][C@H:9]2[C:23]([NH:26][C:27]2[CH:28]=[CH:29][C:30]([C:31]([O:33][CH2:34][CH:35]=[CH2:36])=[O:32])=[CH:37][CH:38]=2)=[O:25])=[O:7])[CH:45]=1.[Cl:39][C:40]1[CH:41]=[CH:42][C:43]([N:51]2[CH:55]=[N:54][N:53]=[N:52]2)=[C:44](/[CH:46]=[CH:47]/[C:48]([N:8]2[CH2:12][C@@H:11]([CH:13]3[CH2:18][CH2:17][N:16]([S:19]([CH3:22])(=[O:21])=[O:20])[CH2:15][CH2:14]3)[CH2:10][C@H:9]2[C:23]([NH:26][C:27]2[CH:28]=[CH:29][C:30]([C:31]([OH:33])=[O:32])=[CH:37][CH:38]=2)=[O:24])=[O:50])[CH:45]=1 |^1:85,87,106,125|. Procedure details: Allyl 4-[({(2S,4R)-1-{(2E)-3-[5-chloro-2-(1H-tetrazol-1-yl)phenyl]-2-propenoyl}-4-[1-(methylsulfonyl)-4-piperidinyl]-2-pyrrolidinyl}carbonyl)amino]benzoate was prepared by following the procedures described in Examples 5, 9 and 8 starting from the compound prepared in Example 63. (Note: in the step corresponding to Example 5, allyl 4-aminobenzoate was used in place of tert-butyl 4-aminobenzoate. In the step corresponding to Example 8, (2E)-3-[5-chloro-2-(1H-tetrazol-1-yl)phenyl]acrylic acid was ... Procedure: The starting product is 2-hydroxy-3-methoxy benzaldehyde, known commonly as o-vanillin. Alkylation is conducted by the already described method, using ethyl bromoacetate under reflux in acetonitrile. In this manner 2-formyl-6-methoxy-phenoxyacetic acid is obtained in the form of the ethyl ester. The oily crude product is saponified to give the corresponding acid in the form of a white crystalline solid. Melting point 118/119° C. NMR (DMSO-d6): 13 (b, 1H), 10.5 (s, 1H), 7.4/7.1 (m, 3H), 4.8 (s, 2... Starting materials: BrCC(=O)OCC (ethyl bromoacetate), OC1=C(C=O)C=CC=C1OC (2-hydroxy-3-methoxy benzaldehyde), O=CC1=C(O)C(OC)=CC=C1 (o-vanillin). Yields the product C(=O)C1=C(OCC(=O)O)C(=CC=C1)OC (2-formyl-6-methoxy-phenoxyacetic acid), ethyl ester. Reaction SMILES: [OH:1][C:2]1[C:9]([O:10][CH3:11])=[CH:8][CH:7]=[CH:6][C:3]=1[CH:4]=[O:5].Br[CH2:13][C:14]([O:16]CC)=[O:15]>C(#N)C>[CH:4]([C:3]1[CH:6]=[CH:7][CH:8]=[C:9]([O:10][CH3:11])[C:2]=1[O:1][CH2:13][C:14]([OH:16])=[O:15])=[O:5]. Solvent: C(C)#N (acetonitrile). Reactants: C(C1=CC=CC=C1)[C@H]1N(C(OC1)=O)C([C@@H]([C@@H](O)C1=CC=C(C=C1)Cl)C)=O ((4R)-4-benzyl-3-[(2R,3R)-3-(4-chloro-phenyl)-3-hydroxy-2-methyl-propionyl]-oxazolidin-2-one), [O-]S(=O)[O-].[Na+].[Na+] (Na2SO3), OO (H2O2), [Li+].[OH-] (LiOH). The solvent is C1CCOC1.O (THF water), O (water). Reaction conditions: temperature 0 celsius, time 1 hour. The product is ClC1=CC=C(C=C1)[C@@H]([C@H](C(=O)O)C)O ((2R,3R)-3-(4-Chloro-phenyl)-3-hydroxy-2-methyl-propionic acid). As a reaction SMILES: C([C@@H]1COC(=O)N1[C:14](=[O:26])[C@H:15]([CH3:25])[C@H:16]([C:18]1[CH:23]=[CH:22][C:21]([Cl:24])=[CH:20][CH:19]=1)[OH:17])C1C=CC=CC=1.OO.[Li+].[OH-].[O-:31]S([O-])=O.[Na+].[Na+]>O.C1COCC1.O>[Cl:24][C:21]1[CH:20]=[CH:19][C:18]([C@H:16]([OH:17])[C@@H:15]([CH3:25])[C:14]([OH:26])=[O:31])=[CH:23][CH:22]=1 |f:2.3,4.5.6,8.9|. Reported procedure: A solution of (4R)-4-benzyl-3-[(2R,3R)-3-(4-chloro-phenyl)-3-hydroxy-2-methyl-propionyl]-oxazolidin-2-one (1.32 g, 3.53 mmol) in 4:1 THF/water (20 mL) was cooled to 0° C. and treated with 30% aq. H2O2 (1.5 mL, 13.2 mmol) and LiOH (1 M in water, 5.6 mL, 5.6 mmol). The reaction mixture was stirred for 1 h at 0° C., and then a solution of Na2SO3 (1.76 g, 14 mmol) in water (10 mL) was added. The mixture was concentrated at a temperature<30° C. The aqueous layer was extracted with DCM (3×), then was ...